Dataset: the Open Reaction Database (ORD), a public repository of structured organic reaction records. Task: describe an organic reaction: reactants, conditions, products, and yield The reactants are [Al+3], C1CCOC1, COC(=O)C=Cc1ccc(NC(=O)OCc2ccccc2)cc1, [H-], [H-], [H-], [H-], [Li+]. Yields the product O=C(Nc1ccc(C=CCO)cc1)OCc1ccccc1. RXN SMILES: [Al+3:2].[CH2:30]1[O:31][CH2:32][CH2:33][CH2:34]1.[CH2:7]([c:8]1[cH:9][cH:10][cH:11][cH:12][cH:13]1)[O:14][C:15](=[O:16])[NH:17][c:18]1[cH:19][cH:20][c:21]([CH:24]=[CH:25][C:26](=[O:27])[O:28][CH3:29])[cH:22][cH:23]1.[H-:1].[H-:4].[H-:5].[H-:6].[Li+:3]>>[CH2:7]([c:8]1[cH:9][cH:10][cH:11][cH:12][cH:13]1)[O:14][C:15](=[O:16])[NH:17][c:18]1[cH:19][cH:20][c:21]([CH:24]=[CH:25][CH2:26][OH:27])[cH:22][cH:23]1. Reactants: ClCC=1N=C(SC1)C1=CC=C(C=C1)Cl (4-chloromethyl-2-(4-chlorophenyl)thiazole), ClC1=C(C=CC(=C1)Cl)C(CN1C=NC=C1)O (1-(2,4-dichlorophenyl)-2-(1H-imidazol-1-yl)ethanol). Solvent: C(C)#N (acetonitrile). Product: Cl.ClC1=CC=C(C=C1)C=1SC=C(N1)COC(CN1C=NC=C1)C1=C(C=C(C=C1)Cl)Cl (2-(4-Chlorophenyl)-4-[[1-(2,4-dichlorophenyl)-2-(1H-imidazol-1-yl)ethoxy]methyl]thiazole, hydrochloride). RXN SMILES: [Cl:1][CH2:2][C:3]1[N:4]=[C:5]([C:8]2[CH:13]=[CH:12][C:11]([Cl:14])=[CH:10][CH:9]=2)[S:6][CH:7]=1.[Cl:15][C:16]1[CH:21]=[C:20]([Cl:22])[CH:19]=[CH:18][C:17]=1[CH:23]([OH:30])[CH2:24][N:25]1[CH:29]=[CH:28][N:27]=[CH:26]1>C(#N)C>[ClH:1].[Cl:14][C:11]1[CH:12]=[CH:13][C:8]([C:5]2[S:6][CH:7]=[C:3]([CH2:2][O:30][CH:23]([C:17]3[CH:18]=[CH:19][C:20]([Cl:22])=[CH:21][C:16]=3[Cl:15])[CH2:24][N:25]3[CH:29]=[CH:28][N:27]=[CH:26]3)[N:4]=2)=[CH:9][CH:10]=1 |f:3.4|. Procedure: Following the procedure of Example 1b, 4-chloromethyl-2-(4-chlorophenyl)thiazole (m.p. 66°) is reacted with 1-(2,4-dichlorophenyl)-2-(1H-imidazol-1-yl)ethanol to yield the title compound, m.p. 108°-110° C. (acetonitrile).